This data is from the Open Reaction Database (ORD), a public repository of structured organic reaction records. The task is: describe an organic reaction: reactants, conditions, products, and yield Reactants: CCCO, C=CC(C)(C)C1(COc2ccc(-c3ccccc3)cc2)CO1, c1nc[nH]n1. Yields the product C=CC(C)(C)C(O)(COc1ccc(-c2ccccc2)cc1)Cn1cnnc1. As a reaction SMILES: [CH2:28]([OH:29])[CH2:30][CH3:31].[c:1]1(-[c:17]2[cH:18][cH:19][cH:20][cH:21][cH:22]2)[cH:2][cH:3][c:4]([O:7][CH2:8][C:9]2([C:12]([CH:13]=[CH2:14])([CH3:15])[CH3:16])[O:10][CH2:11]2)[cH:5][cH:6]1.[nH:23]1[n:24][cH:25][n:26][cH:27]1>>[c:1]1(-[c:17]2[cH:18][cH:19][cH:20][cH:21][cH:22]2)[cH:2][cH:3][c:4]([O:7][CH2:8][C:9]([OH:10])([CH2:11][n:26]2[cH:25][n:24][n:23][cH:27]2)[C:12]([CH:13]=[CH2:14])([CH3:15])[CH3:16])[cH:5][cH:6]1. Reactants: OCC(O)CSc1ccc(Br)cc1, O=C(CBr)c1ccc(Cl)cc1Cl, CCCCO, Cc1ccc(S(=O)(=O)O)cc1, c1ccccc1. Yields the product Clc1ccc(C2(CBr)OCC(CSc3ccc(Br)cc3)O2)c(Cl)c1. As a reaction SMILES: [Br:13][c:14]1[cH:15][cH:16][c:17]([S:20][CH2:21][CH:22]([CH2:23][OH:24])[OH:25])[cH:18][cH:19]1.[Br:1][CH2:2][C:3](=[O:4])[c:5]1[c:6]([Cl:12])[cH:7][c:8]([Cl:11])[cH:9][cH:10]1.[CH2:37]([OH:38])[CH2:39][CH2:40][CH3:41].[CH3:26][c:27]1[cH:28][cH:29][c:30]([S:31](=[O:32])(=[O:33])[OH:34])[cH:35][cH:36]1.[cH:42]1[cH:43][cH:44][cH:45][cH:46][cH:47]1>>[Br:1][CH2:2][C:3]1([c:5]2[c:6]([Cl:12])[cH:7][c:8]([Cl:11])[cH:9][cH:10]2)[O:4][CH2:23][CH:22]([CH2:21][S:20][c:17]2[cH:16][cH:15][c:14]([Br:13])[cH:19][cH:18]2)[O:25]1. As a reaction SMILES: [CH2:11]([Li:12])[CH2:13][CH2:14][CH3:15].[CH3:19][c:20]1[cH:21][cH:22][cH:23][cH:24][cH:25]1.[ClH:18].[H:16][H:17].[c:1]1([C:7](=[CH2:8])[CH2:9][CH3:10])[cH:2][cH:3][cH:4][cH:5][cH:6]1>>[c:1]1([CH:7]([CH3:8])[CH2:9][CH3:10])[cH:2][cH:3][cH:4][cH:5][cH:6]1. Starting materials: [Li]CCCC, Cc1ccccc1, Cl, [H][H], C=C(CC)c1ccccc1. The product is CCC(C)c1ccccc1. The reactants are Cl.Cl.COC([C@H](CC1=CC=C(C=C1)C1=C(C(=NC=C1)C)C)NC(=O)[C@H]1NCC=2C=C3C(=CC2C1)OC[C@@H](O3)C3=CC=C(C=C3)OCC3=CC(=C(C=C3)Cl)Cl)=O ((S)-2-({(3S,8S)-3-[4-(3,4-Dichloro-benzyloxy)-phenyl]-2,3,6,7,8,9-hexahydro-[1,4]dioxino[2,3-g]isoquinoline-8-carbonyl}-amino)-3-[4-(2,3-dimethyl-pyridin-4-yl)-phenyl]-propionic acid methyl ester dihydrochloride), N1=C(C=NC=C1)C(=O)Cl (pyrazine-2-carbonyl chloride). The product is COC([C@H](CC1=CC=C(C=C1)C1=C(C(=NC=C1)C)C)NC(=O)[C@H]1N(CC=2C=C3C(=CC2C1)OC[C@@H](O3)C3=CC=C(C=C3)OCC3=CC(=C(C=C3)Cl)Cl)C(=O)C3=NC=CN=C3)=O ((S)-2-{[(3S,8S)-3-[4-(3,4-dichloro-benzyloxy)-phenyl]-7-(pyrazine-2-carbonyl)-2,3,6,7,8,9-hexahydro-[1,4]dioxino[2,3-g]isoquinoline-8-carbonyl]-amino}-3-[4-(2,3-dimethyl-pyridin-4-yl)-phenyl]-propionic acid methyl ester). RXN SMILES: Cl.Cl.[CH3:3][O:4][C:5](=[O:55])[C@@H:6]([NH:22][C:23]([C@@H:25]1[CH2:34][C:33]2[CH:32]=[C:31]3[O:35][CH2:36][C@H:37]([C:39]4[CH:44]=[CH:43][C:42]([O:45][CH2:46][C:47]5[CH:52]=[CH:51][C:50]([Cl:53])=[C:49]([Cl:54])[CH:48]=5)=[CH:41][CH:40]=4)[O:38][C:30]3=[CH:29][C:28]=2[CH2:27][NH:26]1)=[O:24])[CH2:7][C:8]1[CH:13]=[CH:12][C:11]([C:14]2[CH:19]=[CH:18][N:17]=[C:16]([CH3:20])[C:15]=2[CH3:21])=[CH:10][CH:9]=1.[N:56]1[CH:61]=[CH:60][N:59]=[CH:58][C:57]=1[C:62](Cl)=[O:63]>>[CH3:3][O:4][C:5](=[O:55])[C@@H:6]([NH:22][C:23]([C@@H:25]1[CH2:34][C:33]2[CH:32]=[C:31]3[O:35][CH2:36][C@H:37]([C:39]4[CH:44]=[CH:43][C:42]([O:45][CH2:46][C:47]5[CH:52]=[CH:51][C:50]([Cl:53])=[C:49]([Cl:54])[CH:48]=5)=[CH:41][CH:40]=4)[O:38][C:30]3=[CH:29][C:28]=2[CH2:27][N:26]1[C:62]([C:57]1[CH:58]=[N:59][CH:60]=[CH:61][N:56]=1)=[O:63])=[O:24])[CH2:7][C:8]1[CH:13]=[CH:12][C:11]([C:14]2[CH:19]=[CH:18][N:17]=[C:16]([CH3:20])[C:15]=2[CH3:21])=[CH:10][CH:9]=1 |f:0.1.2|. Reported procedure: (S)-2-({(3S,8S)-3-[4-(3,4-Dichloro-benzyloxy)-phenyl]-2,3,6,7,8,9-hexahydro-[1,4]dioxino[2,3-g]isoquinoline-8-carbonyl}-amino)-3-[4-(2,3-dimethyl-pyridin-4-yl)-phenyl]-propionic acid methyl ester dihydrochloride (25 mg) was reacted with pyrazine-2-carbonyl chloride according to General Procedure F. The reaction mixture was directly purified over silica (hexanes to 1:1 hexanes EtOAc to 1:1 hexanes EtOAc+1% MeOH to 1:1 hexanes EtOAc+2% MeOH to 1:1 hexanes EtOAc+4% MeOH). to give (S)-2-{[(3S,8S)-3-... The reactants are CCCC(CO)(COCc1ccccc1)CSCc1ccccc1, CC(=O)[O-], CCOCC, ClCCl, [Na+], O=[Cr](=O)([O-])Cl, c1cc[nH+]cc1. Yields the product CCCC(C=O)(COCc1ccccc1)CSCc1ccccc1. RXN SMILES: [CH2:1]([c:2]1[cH:3][cH:4][cH:5][cH:6][cH:7]1)[O:8][CH2:9][C:10]([CH2:11][OH:12])([CH2:13][CH2:14][CH3:15])[CH2:16][S:17][CH2:18][c:19]1[cH:20][cH:21][cH:22][cH:23][cH:24]1.[CH3:37][C:38](=[O:39])[O-:40].[CH3:44][CH2:45][O:46][CH2:47][CH3:48].[Cl:41][CH2:42][Cl:43].[Na+:36].[O:25]=[Cr:26]([Cl:27])([O-:28])=[O:29].[nH+:30]1[cH:31][cH:32][cH:33][cH:34][cH:35]1>>[CH2:1]([c:2]1[cH:3][cH:4][cH:5][cH:6][cH:7]1)[O:8][CH2:9][C:10]([CH:11]=[O:12])([CH2:13][CH2:14][CH3:15])[CH2:16][S:17][CH2:18][c:19]1[cH:20][cH:21][cH:22][cH:23][cH:24]1.